The task is: describe an organic reaction: reactants, conditions, products, and yield. This data is from the Open Reaction Database (ORD), a public repository of structured organic reaction records. The reactants are Br, Br, CCN(C(C)C)C(C)C, C1CCOC1, S=C=Nc1c(Cl)csc1Cl, Nc1cscc1N. The product is Nc1cscc1NC(=S)Nc1c(Cl)csc1Cl. RXN SMILES: [BrH:1].[BrH:2].[CH2:20]([N:21]([CH:22]([CH3:23])[CH3:24])[CH:25]([CH3:26])[CH3:27])[CH3:28].[CH2:29]1[O:30][CH2:31][CH2:32][CH2:33]1.[Cl:10][c:11]1[s:12][cH:13][c:14]([Cl:19])[c:15]1[N:16]=[C:17]=[S:18].[NH2:3][c:4]1[cH:5][s:6][cH:7][c:8]1[NH2:9]>>[NH:3]([c:4]1[cH:5][s:6][cH:7][c:8]1[NH2:9])[C:17]([NH:16][c:15]1[c:11]([Cl:10])[s:12][cH:13][c:14]1[Cl:19])=[S:18]. Starting materials: C(C)(=O)C1=C(SC(=C1C)C1=CC=NC=C1)C1=CC=NC=C1 (3-acetyl-4-methyl-2,5-di(4-pyridyl)thiophene), CO (MeOH), [BH4-].[Na+] (sodium borohydride). Solvent: O (Water). Conditions: time 2 hour. Product: N1=CC=C(C=C1)C=1SC(=C(C1C(C)O)C)C1=CC=NC=C1 (2,5-Di(4-pyridyl)-3-(1-hydroxyethyl)-4-methylthiophene). As a reaction SMILES: [C:1]([C:4]1[C:8]([CH3:9])=[C:7]([C:10]2[CH:15]=[CH:14][N:13]=[CH:12][CH:11]=2)[S:6][C:5]=1[C:16]1[CH:21]=[CH:20][N:19]=[CH:18][CH:17]=1)(=[O:3])[CH3:2].CO.[BH4-].[Na+]>O>[N:19]1[CH:20]=[CH:21][C:16]([C:5]2[S:6][C:7]([C:10]3[CH:11]=[CH:12][N:13]=[CH:14][CH:15]=3)=[C:8]([CH3:9])[C:4]=2[CH:1]([OH:3])[CH3:2])=[CH:17][CH:18]=1 |f:2.3|. Procedure: To a stirred solution of 3-acetyl-4-methyl-2,5-di(4-pyridyl)thiophene (200 mg, 0.68 mmol) in MeOH (5 mmol) was added sodium borohydride (30 mg, 0.79 mmol) at 0° C., and the mixture was stirred for 2 hours. Water (5 mL) was added to the mixture. The whole was extracted with ethyl acetate (50 mL), the organic layer washed with brine, dried over MgSO4, and concentrated in vacuo. The resulting residue was purified by flash chromatography eluting with CH2Cl2 -MeOH (20:1) to provide the title product ... RXN SMILES: [N:1]1([CH2:7][c:8]2[cH:9][c:10]([O:14][CH2:15][CH:16]=[CH:17][CH2:18][NH:19][C:20]([CH2:21][CH2:22][CH2:23][Cl:24])=[O:25])[n:11][cH:12][cH:13]2)[CH2:2][CH2:3][CH2:4][CH2:5][CH2:6]1.[SH:26][CH2:27][CH2:28][OH:29]>>[N:1]1([CH2:7][c:8]2[cH:9][c:10]([O:14][CH2:15][CH:16]=[CH:17][CH2:18][NH:19][C:20]([CH2:21][CH2:22][CH2:23][S:26][CH2:27][CH2:28][OH:29])=[O:25])[n:11][cH:12][cH:13]2)[CH2:2][CH2:3][CH2:4][CH2:5][CH2:6]1. Starting materials: O=C(CCCCl)NCC=CCOc1cc(CN2CCCCC2)ccn1, OCCS. Yields the product O=C(CCCSCCO)NCC=CCOc1cc(CN2CCCCC2)ccn1. Starting materials: O=C1CCC(=O)N1Br, O=C(OOC(=O)c1ccccc1)c1ccccc1, ClC(Cl)(Cl)Cl, COCCCN1C(=O)C(C)(C)c2ccc(C)cc21, CC(C)(C#N)N=NC(C)(C)C#N, O=C1CCC(=O)N1. Product: COCCCN1C(=O)C(C)(C)c2ccc(CBr)cc21. As a reaction SMILES: [Br:19][N:20]1[C:21](=[O:22])[CH2:23][CH2:24][C:25]1=[O:26].[C:39]([O:40][O:41][C:42](=[O:43])[c:44]1[cH:45][cH:46][cH:47][cH:48][cH:49]1)(=[O:50])[c:51]1[cH:52][cH:53][cH:54][cH:55][cH:56]1.[C:64]([Cl:65])([Cl:66])([Cl:67])[Cl:68].[CH3:1][O:2][CH2:3][CH2:4][CH2:5][N:6]1[C:7](=[O:18])[C:8]([CH3:16])([CH3:17])[c:9]2[cH:10][cH:11][c:12]([CH3:15])[cH:13][c:14]21.[N:27]([C:28]([CH3:29])([CH3:30])[C:31]#[N:32])=[N:33][C:34]([CH3:35])([CH3:36])[C:37]#[N:38].[O:57]=[C:58]1[NH:59][C:60](=[O:61])[CH2:62][CH2:63]1>>[CH3:1][O:2][CH2:3][CH2:4][CH2:5][N:6]1[C:7](=[O:18])[C:8]([CH3:16])([CH3:17])[c:9]2[cH:10][cH:11][c:12]([CH2:15][Br:19])[cH:13][c:14]21.